From a dataset of the Open Reaction Database (ORD), a public repository of structured organic reaction records. describe an organic reaction: reactants, conditions, products, and yield Starting materials: BrC1=CC=2N3C4=C(C=C(C=C4SC2C=C1)O)C(C(=C3)CC=3C=NC=CC3)=O (10-bromo-5-hydroxy-2-(3-pyridylmethyl)-3H-pyrido[3,2,1-kl]phenothiazin-3-one), Cl.ClCC1=CC=NC=C1 (4-chloromethylpyridine hydrochloride). Yields the product BrC1=CC=2N3C4=C(C=C(C=C4SC2C=C1)OCC1=CC=NC=C1)C(C(=C3)CC=3C=NC=CC3)=O (10-bromo-2-(3-pyridylmethyl)-5-(4-pyridylmethyloxy)-3H-pyrido[3,2,1-kl]phenothiazin-3-one). Yield: 54.1%. As a reaction SMILES: [Br:1][C:2]1[CH:15]=[CH:14][C:13]2[S:12][C:11]3[C:6]4=[C:7]([C:17](=[O:27])[C:18]([CH2:20][C:21]5[CH:22]=[N:23][CH:24]=[CH:25][CH:26]=5)=[CH:19][N:5]4[C:4]=2[CH:3]=1)[CH:8]=[C:9]([OH:16])[CH:10]=3.Cl.Cl[CH2:30][C:31]1[CH:36]=[CH:35][N:34]=[CH:33][CH:32]=1>>[Br:1][C:2]1[CH:15]=[CH:14][C:13]2[S:12][C:11]3[C:6]4=[C:7]([C:17](=[O:27])[C:18]([CH2:20][C:21]5[CH:22]=[N:23][CH:24]=[CH:25][CH:26]=5)=[CH:19][N:5]4[C:4]=2[CH:3]=1)[CH:8]=[C:9]([O:16][CH2:30][C:31]1[CH:36]=[CH:35][N:34]=[CH:33][CH:32]=1)[CH:10]=3 |f:1.2|. Procedure details: According to Example 34, the compound (150 mg) produced in Example 37 was reacted with 4-chloromethylpyridine hydrochloride (84 mg) to obtain the title compound (98 mg; 54%). Starting materials: crude product, N(N)C1=NC(=NC(=N1)C1=NC=CC=C1)N (4-hydrazino-6-pyridin-2-yl-[1,3,5]triazin-2-ylamine), C(C1=CC=CC=C1)C(C(C)=O)C(C)=O (3-benzylpentane-2,4-dione), O.C1(=CC=C(C=C1)S(=O)(=O)O)C (p-toluenesulfonic acid monohydrate). Run in CS(=O)C (dimethylsulfoxide), C(C)(=O)OCC (ethyl acetate), C(Cl)Cl (methylene chloride). Reaction conditions: temperature 75 celsius. The product is C(C1=CC=CC=C1)C=1C(=NN(C1C)C1=NC(=NC(=N1)C1=NC=CC=C1)N)C (4-(4-Benzyl-3,5-dimethyl-pyrazol-1-yl)-6-pyridin-2-yl-[1,3,5]triazin-2-ylamine). Reaction SMILES: [NH:1]([C:3]1[N:8]=[C:7]([C:9]2[CH:14]=[CH:13][CH:12]=[CH:11][N:10]=2)[N:6]=[C:5]([NH2:15])[N:4]=1)[NH2:2].[CH2:16]([CH:23]([C:27](=O)[CH3:28])[C:24](=O)[CH3:25])[C:17]1[CH:22]=[CH:21][CH:20]=[CH:19][CH:18]=1.O.C1(C)C=CC(S(O)(=O)=O)=CC=1>CS(C)=O.C(Cl)Cl.C(OCC)(=O)C>[CH2:16]([C:23]1[C:24]([CH3:25])=[N:2][N:1]([C:3]2[N:8]=[C:7]([C:9]3[CH:14]=[CH:13][CH:12]=[CH:11][N:10]=3)[N:6]=[C:5]([NH2:15])[N:4]=2)[C:27]=1[CH3:28])[C:17]1[CH:18]=[CH:19][CH:20]=[CH:21][CH:22]=1 |f:2.3|. Reported procedure: A suspension of 4-hydrazino-6-pyridin-2-yl-[1,3,5]triazin-2-ylamine (5.25 g, 25.6 mmol), 3-benzylpentane-2,4-dione (5.0 g, 28.4 mmol), and p-toluenesulfonic acid monohydrate (0.475 g, 2.50 mmol) in dimethylsulfoxide (50 mL) was heated to 75° C. for 20 hours. The reaction mixture was allowed to cool to room temperature, and the suspension was dissolved in methylene chloride (700 mL). The solution was washed three times with water, once with brine, dried (magnesium sulfate), and concentrated to af... RXN SMILES: [CH2:1]([CH3:2])[O:3][c:4]1[cH:5][cH:6][c:7]2[c:8]([n:9]([CH:13]3[CH2:14][CH2:15][N:16]([CH2:19][CH2:20][N:21]4[C:22](=[O:23])[c:24]5[cH:25][cH:26][cH:27][c:28]6[c:29]5[c:30]([cH:31][cH:32][cH:33]6)[C:34]4=[O:35])[CH2:17][CH2:18]3)[c:10](=[O:12])[nH:11]2)[cH:36]1.[ClH:37]>>[CH2:1]([CH3:2])[O:3][c:4]1[cH:5][cH:6][c:7]2[c:8]([n:9]([CH:13]3[CH2:14][CH2:15][NH:16][CH2:17][CH2:18]3)[c:10](=[O:12])[nH:11]2)[cH:36]1. Starting materials: CCOc1ccc2[nH]c(=O)n(C3CCN(CCN4C(=O)c5cccc6cccc(c56)C4=O)CC3)c2c1, Cl. Yields the product CCOc1ccc2[nH]c(=O)n(C3CCNCC3)c2c1. Reactants: O=C(O)c1ccccc1, O=CC=CCOCc1ccccc1, CN1C(=O)C(Cc2ccccc2)NC1C(C)(C)C, Cc1cccc2[nH]ccc12, CC(C)O, ClCCl, O=C(O)c1ccc([N+](=O)[O-])cc1[N+](=O)[O-]. The product is Cc1cccc2[nH]cc(C(CC=O)COCc3ccccc3)c12. Reaction SMILES: [C:14]([OH:15])(=[O:16])[c:17]1[cH:18][cH:19][cH:20][cH:21][cH:22]1.[CH2:1]([c:2]1[cH:3][cH:4][cH:5][cH:6][cH:7]1)[O:8][CH2:9][CH:10]=[CH:11][CH:12]=[O:13].[CH2:48]([CH:49]1[NH:50][CH:51]([C:52]([CH3:53])([CH3:54])[CH3:55])[N:56]([CH3:57])[C:58]1=[O:59])[c:60]1[cH:61][cH:62][cH:63][cH:64][cH:65]1.[CH3:23][c:24]1[c:25]2[cH:26][cH:27][nH:28][c:29]2[cH:30][cH:31][cH:32]1.[CH:69]([OH:70])([CH3:71])[CH3:72].[Cl:66][CH2:67][Cl:68].[N+:33]([c:34]1[cH:35][c:36]([N+:37]([O-:38])=[O:39])[cH:40][cH:41][c:42]1[C:43]([OH:44])=[O:45])([O-:46])=[O:47]>>[CH2:1]([c:2]1[cH:3][cH:4][cH:5][cH:6][cH:7]1)[O:8][CH2:9][CH:10]([CH2:11][CH:12]=[O:13])[c:26]1[c:25]2[c:24]([CH3:23])[cH:32][cH:31][cH:30][c:29]2[nH:28][cH:27]1. The reactants are C(C)(C)(C)OC(=O)NCC(C(O)P(OCC)(=O)C)C1=CC=C(C=C1)Cl (ethyl 3-(N-tert.-butyloxycarbonylamino)-2-(4-chlorophenyl)-1-hydroxy-propyl(methyl)phosphinate), C1C(C)O1 (propylene oxide). Run in Cl (hydrochloric acid), CO (methanol). Yields the product NCC(C(O)P(O)(=O)C)C1=CC=C(C=C1)Cl (3-amino-2-(4-chlorophenyl)-1-hydroxy-propyl(methyl)phosphinic acid). RXN SMILES: C(OC([NH:8][CH2:9][CH:10]([C:19]1[CH:24]=[CH:23][C:22]([Cl:25])=[CH:21][CH:20]=1)[CH:11]([P:13]([CH3:18])(=[O:17])[O:14]CC)[OH:12])=O)(C)(C)C.C1OC1C>Cl.CO>[NH2:8][CH2:9][CH:10]([C:19]1[CH:20]=[CH:21][C:22]([Cl:25])=[CH:23][CH:24]=1)[CH:11]([P:13]([CH3:18])(=[O:14])[OH:17])[OH:12]. Procedure details: A solution of 0.64 g of ethyl 3-(N-tert.-butyloxycarbonylamino)-2-(4-chlorophenyl)-1-hydroxy-propyl(methyl)phosphinate in 12 ml of concentrated aqueous hydrochloric acid is heated to reflux for 5 hours. The mixture is then cooled and evaporated to dryness in vacuo. The residue is repeatedly co-evaporated with methanol until the hydrochloride salt is obtained as a foam. This is dissolved in 50 ml of methanol and treated with 25 ml of propylene oxide after 40 minutes stirring at room temperature a... The reactants are OCCCCO, CCC1(COS(C)(=O)=O)COC1, CC(=O)O, Cc1ccccc1, [Na+], [OH-], O. Product: CCC1(COCCCCO)COC1. Reaction SMILES: [CH2:1]([CH2:2][CH2:3][CH2:4][OH:5])[OH:6].[CH2:9]([CH3:10])[C:11]1([CH2:15][O:16][S:17]([CH3:18])(=[O:19])=[O:20])[CH2:12][O:13][CH2:14]1.[CH3:21][C:22](=[O:23])[OH:24].[CH3:26][c:27]1[cH:28][cH:29][cH:30][cH:31][cH:32]1.[Na+:8].[OH-:7].[OH2:25]>>[CH2:1]([CH2:2][CH2:3][CH2:4][O:5][CH2:15][C:11]1([CH2:9][CH3:10])[CH2:12][O:13][CH2:14]1)[OH:6]. Starting materials: OC=1C=2N(C=CC1)C=C(N2)C (8-hydroxy-2-methylimidazo[1,2-a]pyridine), BrC1=CC=CC=C1 (bromobenzene), [OH-].[K+] (potassium hydroxide). The reagents and catalysts are [Cu] (copper). The solvent is CN1C(CCC1)=O (N-methyl pyrrolidone). Product: CC=1N=C2N(C=CC=C2OC2=CC=CC=C2)C1 (2-methyl-8-phenoxyimidazo[1,2-a]pyridine). RXN SMILES: [OH:1][C:2]1[C:3]2[N:4]([CH:8]=[C:9]([CH3:11])[N:10]=2)[CH:5]=[CH:6][CH:7]=1.Br[C:13]1[CH:18]=[CH:17][CH:16]=[CH:15][CH:14]=1.[OH-].[K+]>CN1CCCC1=O.[Cu]>[CH3:11][C:9]1[N:10]=[C:3]2[C:2]([O:1][C:13]3[CH:18]=[CH:17][CH:16]=[CH:15][CH:14]=3)=[CH:7][CH:6]=[CH:5][N:4]2[CH:8]=1 |f:2.3|. Procedure details: A mixture of 8-hydroxy-2-methylimidazo[1,2-a]pyridine (14.8 g), bromobenzene (15.7 g), copper powder (1.0 g) and powdered potassium hydroxide (5.6 g) in N-methyl pyrrolidone was heated under reflux for 4 hrs. The solvent was removed by distillation and the residue suspended in dichloromethane, washed with 10% sodium hydroxide solution and the dichloromethane was evaporated to give 2-methyl-8-phenoxyimidazo[1,2-a]pyridine. Treatment of this compound in accordance with Examples 10 and 11 yields th... Reactants: CNC, CS(C)=O, CCN(C(C)C)C(C)C, O=[N+]([O-])c1ccc(Cl)nc1, Cl, O. The product is CN(C)c1ccc([N+](=O)[O-])cn1. RXN SMILES: [CH3:12][NH:13][CH3:14].[CH3:25][S:26]([CH3:27])=[O:28].[CH:15]([N:16]([CH:17]([CH3:18])[CH3:19])[CH2:20][CH3:21])([CH3:22])[CH3:23].[Cl:1][c:2]1[n:3][cH:4][c:5]([N+:8](=[O:9])[O-:10])[cH:6][cH:7]1.[ClH:11].[OH2:24]>>[c:2]1([N:13]([CH3:12])[CH3:14])[n:3][cH:4][c:5]([N+:8](=[O:9])[O-:10])[cH:6][cH:7]1. Reactants: CCOC(=O)c1nc(-c2ccc(Cl)cc2)c(-c2ccc(Cl)cc2Cl)n1CC, NC1CCCCC1. Yields the product CCn1c(C(=O)NC2CCCCC2)nc(-c2ccc(Cl)cc2)c1-c1ccc(Cl)cc1Cl. Reaction SMILES: [Cl:8][c:9]1[cH:10][cH:11][c:12](-[c:15]2[n:16][c:17]([C:30](=[O:31])[O:32][CH2:33][CH3:34])[n:18]([CH2:28][CH3:29])[c:19]2-[c:20]2[c:21]([Cl:27])[cH:22][c:23]([Cl:26])[cH:24][cH:25]2)[cH:13][cH:14]1.[NH2:1][CH:2]1[CH2:3][CH2:4][CH2:5][CH2:6][CH2:7]1>>[NH:1]([CH:2]1[CH2:3][CH2:4][CH2:5][CH2:6][CH2:7]1)[C:30]([c:17]1[n:16][c:15](-[c:12]2[cH:11][cH:10][c:9]([Cl:8])[cH:14][cH:13]2)[c:19](-[c:20]2[c:21]([Cl:27])[cH:22][c:23]([Cl:26])[cH:24][cH:25]2)[n:18]1[CH2:28][CH3:29])=[O:31].